Dataset: the Open Reaction Database (ORD), a public repository of structured organic reaction records. Task: describe an organic reaction: reactants, conditions, products, and yield Starting materials: CC(C#N)C=1C=CC=2C(=C(ON2)C2=CC=CC=C2)C1 (α-methyl-3-phenyl-2,1-benzisoxazole-5-acetonitrile), [OH-].[Na+] (sodium hydroxide), C(C)O (ethanol), C (charcoal). Solvent: C(C)OCC (ethyl ether). Product: CC(C(=O)O)C=1C=CC=2C(=C(ON2)C2=CC=CC=C2)C1 (α-Methyl-3-phenyl-2,1-benzisoxazole-5-acetic acid). Yield: 44.0%. Reaction SMILES: CC([C:5]1[CH:6]=[CH:7][C:8]2[C:9]([CH:19]=1)=[C:10]([C:13]1[CH:18]=[CH:17][CH:16]=[CH:15][CH:14]=1)[O:11][N:12]=2)C#N.[OH-:20].[Na+].[CH2:22]([OH:24])[CH3:23].[CH4:25]>C(OCC)C>[CH3:25][CH:23]([C:5]1[CH:6]=[CH:7][C:8]2[C:9]([CH:19]=1)=[C:10]([C:13]1[CH:18]=[CH:17][CH:16]=[CH:15][CH:14]=1)[O:11][N:12]=2)[C:22]([OH:20])=[O:24] |f:1.2|. Reported procedure: A mixture of 7.5 g (0.0302 mole) of α-methyl-3-phenyl-2,1-benzisoxazole-5-acetonitrile, 25 ml of 10% sodium hydroxide solution and 160 ml of ethanol was stirred and heated at reflux under an argon atmosphere for 20 hr. The solvents were evaporated under reduced pressure and the residue was partitioned between water (250 ml) and ethyl ether (100 ml). The layers were separated and the aqueous layer was extracted twice with 200 ml portions of ethyl ether. The aqueous layer was treated with charcoal... Reactants: FC1=C(C=CC=C1)CC(C(=O)OCC)=O (Ethyl (2-fluorophenyl)pyruvate), C(C(=O)OCC)(=O)OCC (diethyl oxalate), BrC=1C=C(CBr)C=CC1 (3-bromobenzyl bromide), [Mg] (magnesium). The product is FC=1C=C(C=CC1)CC(C(=O)OCC)=O (Ethyl (3-fluorophenyl)pyruvate). Isolated yield 80.0%. RXN SMILES: [F:1]C1C=CC=CC=1CC(=O)C(OCC)=O.Br[C:17]1[CH:18]=[C:19]([CH:22]=[CH:23][CH:24]=1)[CH2:20]Br.[Mg].[C:26]([O:33]CC)(=O)[C:27]([O:29][CH2:30][CH3:31])=[O:28]>>[F:1][C:17]1[CH:18]=[C:19]([CH2:20][C:26](=[O:33])[C:27]([O:29][CH2:30][CH3:31])=[O:28])[CH:22]=[CH:23][CH:24]=1. Reported procedure: The title compound was prepared as described for B4 using 3-bromobenzyl bromide (1.250 g, 5.00 mmol), magnesium (0.134 g, 5.50 mmol) and diethyl oxalate (1.462 g, 10.00 mmol). The product was isolated in the form of colorless oil in 80% yield and use instantly in next step. The reactants are OC1=C(C=2C=CC=NC2C=C1)C(=O)O (6-Hydroxy-5-quinolinecarboxylic acid), B(F)(F)F (boron trifluoride), C([O-])(O)=O.[Na+] (sodium bicarbonate). Product: COC(=O)C=1C=2C=CC=NC2C=CC1O (6-Hydroxy-5-quinolinecarboxylic acid methyl ester). Reaction SMILES: [OH:1][C:2]1[CH:11]=[CH:10][C:9]2[N:8]=[CH:7][CH:6]=[CH:5][C:4]=2[C:3]=1[C:12]([OH:14])=[O:13].B(F)(F)F.[C:19](=O)(O)[O-].[Na+]>>[CH3:19][O:13][C:12]([C:3]1[C:4]2[CH:5]=[CH:6][CH:7]=[N:8][C:9]=2[CH:10]=[CH:11][C:2]=1[OH:1])=[O:14] |f:2.3|. Procedure details: 6-Hydroxy-5-quinolinecarboxylic acid [as reported by Da Re, P. et al. in Ann. Chem. (Rome) 1970, 60(3), 215-24 (C.A. 73, 25338m)] is reacted with methanolic boron trifluoride solution for several hours. The resulting mixture is added to an aqueous solution of sodium bicarbonate to give finally a basic solution. The solution is extracted with chloroform. The chloroform extract is dried over anhydrous sodium sulfate and concentrated and the residue is crystallized from a suitable solvent.